This data is from the Open Reaction Database (ORD), a public repository of structured organic reaction records. The task is: describe an organic reaction: reactants, conditions, products, and yield The reactants are FC(C(=O)[O-])(F)F.[Na+] (sodium trifluoroacetate), BrC1=CC(=C(C2=C1OC(O2)(C)C)N2C(N(C(=CC2=O)C(F)(F)F)C)=O)F (3-(7-bromo-2,2-dimethyl-5-fluoro- 1,3-benzodioxol-4-yl)- 1 -methyl-6-trifluoromethyluracil). Reagents/catalysts: [Cu]I (copper(I)iodide). Solvent: CN(C(C)=O)C (N,N-dimethylacetamide). Run at temperature 150 celsius, time 3 hour. The product is CC1(OC2=C(O1)C(=CC(=C2N2C(N(C(=CC2=O)C(F)(F)F)C)=O)F)C(F)(F)F)C (3-(2,2-dimethyl-5-fluoro-7-trifluoromethyl- 1,3-benzodioxol-4-yi)- 1 -methyl-6-trifluoromethyluracil). RXN SMILES: [F:1][C:2]([F:7])([F:6])C([O-])=O.[Na+].Br[C:10]1[C:15]2[O:16][C:17]([CH3:20])([CH3:19])[O:18][C:14]=2[C:13]([N:21]2[C:26](=[O:27])[CH:25]=[C:24]([C:28]([F:31])([F:30])[F:29])[N:23]([CH3:32])[C:22]2=[O:33])=[C:12]([F:34])[CH:11]=1>[Cu]I.CN(C)C(=O)C>[CH3:19][C:17]1([CH3:20])[O:16][C:15]2[C:10]([C:2]([F:7])([F:6])[F:1])=[CH:11][C:12]([F:34])=[C:13]([N:21]3[C:26](=[O:27])[CH:25]=[C:24]([C:28]([F:31])([F:30])[F:29])[N:23]([CH3:32])[C:22]3=[O:33])[C:14]=2[O:18]1 |f:0.1|. Procedure details: To a solution of 6.0 g (0.044 mole) of sodium trifluoroacetate, 4.18 g (0.022 mole) of copper(I)iodide, and 40 mL of N,N-dimethylacetamide under a nitrogen atmosphere at 140 ° C is added 4.83 g (0.011 mole) of 3-(7-bromo-2,2-dimethyl-5-fluoro- 1,3-benzodioxol-4-yl)- 1 -methyl-6-trifluoromethyluracil (Example 3). The temperature is then raised to 150° C. at which the reaction mixture is stirred for three hours. After being cooled to ambient temperature, the reaction mixture is poured into ice and... Procedure: Phenol (2.0 g) in 15 ml of tetrahydrofuran (THF) was slowly added to sodium hydride (1.0 g, 60% in oil) suspended in 5 ml THF at 0° C. Fifteen minutes later, 3.0 g of butyl 2-methylene-3-acetoxy-4,4,4-trichlorobutyrate (crude, GC: 86%) in 10 ml THF was slowly dropped into the phenoxide solution. The reaction was stirred at 0° C. for 3 hours and then permitted to warm to room temperature. The reaction was worked up by addition of 50 ml of water and 50 ml of ether. The organic layer was separated ... Reaction SMILES: [C:1]1([OH:7])[CH:6]=[CH:5][CH:4]=[CH:3][CH:2]=1.[H-].[Na+].[CH2:10]=[C:11]([CH:19](OC(=O)C)[C:20]([Cl:23])([Cl:22])[Cl:21])[C:12]([O:14][CH2:15][CH2:16][CH2:17][CH3:18])=[O:13].[O-]C1C=CC=CC=1>O1CCCC1.CCOCC.O>[CH2:10]=[C:11]([CH:19]([O:7][C:1]1[CH:6]=[CH:5][CH:4]=[CH:3][CH:2]=1)[C:20]([Cl:21])([Cl:23])[Cl:22])[C:12]([O:14][CH2:15][CH2:16][CH2:17][CH3:18])=[O:13] |f:1.2|. Product: C=C(C(=O)OCCCC)C(C(Cl)(Cl)Cl)OC1=CC=CC=C1 (butyl 2-methylene-3-phenoxy-4,4,4-trichlorobutyrate). Conditions: temperature 0 celsius, time 3 hour. Reactants: C1(=CC=CC=C1)O (Phenol), [H-].[Na+] (sodium hydride), C=C(C(=O)OCCCC)C(C(Cl)(Cl)Cl)OC(C)=O (butyl 2-methylene-3-acetoxy-4,4,4-trichlorobutyrate), [O-]C1=CC=CC=C1 (phenoxide). Run in O1CCCC1 (tetrahydrofuran), CCOCC (ether), O (water), O1CCCC1 (THF), O1CCCC1 (THF). The reactants are O=C([O-])[O-], CC1(C)CCNCC1, Cc1ccccc1, O=[N+]([O-])c1cccnc1Cl, [Na+], [Na+]. Yields the product CC1(C)CCN(c2ncccc2[N+](=O)[O-])CC1. Reaction SMILES: [C:11](=[O:12])([O-:13])[O-:14].[CH3:17][C:18]1([CH3:24])[CH2:19][CH2:20][NH:21][CH2:22][CH2:23]1.[CH3:25][c:26]1[cH:27][cH:28][cH:29][cH:30][cH:31]1.[Cl:1][c:2]1[n:3][cH:4][cH:5][cH:6][c:7]1[N+:8](=[O:9])[O-:10].[Na+:15].[Na+:16]>>[c:2]1([N:21]2[CH2:20][CH2:19][C:18]([CH3:17])([CH3:24])[CH2:23][CH2:22]2)[n:3][cH:4][cH:5][cH:6][c:7]1[N+:8](=[O:9])[O-:10]. Reactants: CC(C)CO, CC(Cl)Cl, O=S(=O)=O, C1COCCO1, O=S(=O)=O. Yields the product CC(C)COS(=O)(=O)O. Reaction SMILES: [CH3:15][CH:16]([CH3:17])[CH2:18][OH:19].[Cl:20][CH:21]([Cl:22])[CH3:23].[O:11]=[S:12](=[O:13])=[O:14].[O:1]1[CH2:2][CH2:3][O:4][CH2:5][CH2:6]1.[S:7](=[O:8])(=[O:9])=[O:10]>>[S:7](=[O:8])(=[O:9])([OH:10])[O:19][CH2:18][CH:16]([CH3:15])[CH3:17].